From a dataset of the Open Reaction Database (ORD), a public repository of structured organic reaction records. describe an organic reaction: reactants, conditions, products, and yield The reactants are C(C)(C)(C)OC(=O)NCOC=1C(C(=O)OC)=CC=CC1 (Methyl N-tert-butoxycarbonylaminomethylsalicylate), C[Si]([O-])(C)C.[K+] (potassium trimethylsilanolate). Run in O1CCCC1 (tetrahydrofuran). Yields the product C(C)(C)(C)OC(=O)NCOC=1C(C(=O)O)=CC=CC1 (N-tert-butoxycarbonylaminomethylsalicylic acid). Yield: 81.0%. As a reaction SMILES: [C:1]([O:5][C:6]([NH:8][CH2:9][O:10][C:11]1[C:12](=[CH:17][CH:18]=[CH:19][CH:20]=1)[C:13]([O:15]C)=[O:14])=[O:7])([CH3:4])([CH3:3])[CH3:2].C[Si](C)(C)[O-].[K+]>O1CCCC1>[C:1]([O:5][C:6]([NH:8][CH2:9][O:10][C:11]1[C:12](=[CH:17][CH:18]=[CH:19][CH:20]=1)[C:13]([OH:15])=[O:14])=[O:7])([CH3:4])([CH3:2])[CH3:3] |f:1.2|. Procedure: Methyl N-tert-butoxycarbonylaminomethylsalicylate (8.7 g, 30.9 mmoles) was dissolved in dry tetrahydrofuran (100 mL), and potassium trimethylsilanolate (4.4 g, 30.9 mmoles, 90% pure) was added. The yellow solution was refluxed for 24 hours, during which time a tan precipitate formed and the solvent turned light brown. The mixture was evaporated to dryness, and the solid was dissolved in cold water (100 mL). The brown solution was chilled in an ice bath, and saturated aqueous potassium hydrogen s... The reactants are C(C1=CC=CC=C1)N(CC1=CN(C2=C1N=CN=C2OC)COCC2=CC=CC=C2)C[C@H]2OC(OC2)(C)C ((R)—N-benzyl-1-(5-(benzyloxymethyl)-4-methoxy-5H-pyrrolo[3,2-d]pyrimidin-7-yl)-N-((2,2-dimethyl-1,3-dioxolan-4-yl)methyl)methanamine), C(Cl)Cl (CH2Cl2). The solvent is Cl (HCl), CO (MeOH). Yields the product C(C1=CC=CC=C1)N(C[C@H](CO)O)CC1=CNC2=C1N=CN=C2O ((R)-3-(benzyl((4-hydroxy-5H-pyrrolo[3,2-d]pyrimidin-7-yl)methyl)amino)propane-1,2-diol). The yield is 91.8%. RXN SMILES: [CH2:1]([N:8]([CH2:30][C@@H:31]1[CH2:35][O:34]C(C)(C)[O:32]1)[CH2:9][C:10]1[C:14]2[N:15]=[CH:16][N:17]=[C:18]([O:19]C)[C:13]=2[N:12](COCC2C=CC=CC=2)[CH:11]=1)[C:2]1[CH:7]=[CH:6][CH:5]=[CH:4][CH:3]=1.C(Cl)Cl>Cl.CO>[CH2:1]([N:8]([CH2:9][C:10]1[C:14]2[N:15]=[CH:16][N:17]=[C:18]([OH:19])[C:13]=2[NH:12][CH:11]=1)[CH2:30][C@@H:31]([OH:32])[CH2:35][OH:34])[C:2]1[CH:7]=[CH:6][CH:5]=[CH:4][CH:3]=1. Reported procedure: (R)—N-benzyl-1-(5-(benzyloxymethyl)-4-methoxy-5H-pyrrolo[3,2-d]pyrimidin-7-yl)-N-((2,2-dimethyl-1,3-dioxolan-4-yl)methyl)methanamine (0.6 g, 1.194 mmol) was heated to 100° C. in HCl (15 ml, 37%) for 3 h. Tlc (CH2Cl2-6M NH3 in MeOH, 9:1) showed reaction over. The solvent was evaporated and the residue dissolved in MeOH, neutralized with Amberlyst A21 resin, filtered and the solvent evaporated. The residue was chromatographed (CH2Cl2-6M NH3 in MeOH, 9:1 then 85:15) to give (R)-3-(benzyl((4-hydroxy... The reactants are [N+](=O)([O-])C=1C=C(C=NC1)S(=O)(=O)O (5-nitro-3-pyridinesulfonic acid), C(C)N (ethyl amine), P(Cl)(Cl)(Cl)(Cl)Cl (phosphorous pentachloride), P(=O)(Cl)(Cl)Cl (phosphorous oxychloride). The solvent is O (water). The product is C(C)NS(=O)(=O)C=1C=NC=C(C1)[N+](=O)[O-] (N-Ethyl 5-nitro-3-pyridinesulfonamide). Reaction SMILES: [N+:1]([C:4]1[CH:5]=[C:6]([S:10]([OH:13])(=[O:12])=O)[CH:7]=[N:8][CH:9]=1)([O-:3])=[O:2].P(Cl)(Cl)(Cl)(Cl)Cl.P(Cl)(Cl)(Cl)=O.[CH2:25]([NH2:27])[CH3:26]>O>[CH2:25]([NH:27][S:10]([C:6]1[CH:7]=[N:8][CH:9]=[C:4]([N+:1]([O-:3])=[O:2])[CH:5]=1)(=[O:12])=[O:13])[CH3:26]. Procedure: A mixture of 0.5g. of 5-nitro-3-pyridinesulfonic acid, 0.5g. of phosphorous pentachloride and 15 ml. of phosphorous oxychloride was heated under reflux for 6 hours. After removing the solvent by evaporation, dry chloroform was added to give a powdery crystal. After adding the crystal to 2.5 ml. of 20% ethyl amine under cooling, the mixture was stirred for 1 at room temperature. Then, the mixture was diluted with water and extracted with ethyl acetate. The extact was washed with water and dried. ... Reactants: Fc1ccc(Br)cn1, C1COCCO1, CN1C(=O)NCC1C(=O)OC(C)(C)C, CN(C)C1CCCCC1N, [Cu]I, [K+], [K+], [K+], O=P([O-])([O-])[O-]. The product is CN1C(=O)N(c2ccc(F)nc2)CC1C(=O)OC(C)(C)C. Reaction SMILES: [Br:15][c:16]1[cH:17][cH:18][c:19]([F:22])[n:20][cH:21]1.[CH2:41]1[O:42][CH2:43][CH2:44][O:45][CH2:46]1.[CH3:1][N:2]1[C:3](=[O:14])[NH:4][CH2:5][CH:6]1[C:7](=[O:8])[O:9][C:10]([CH3:11])([CH3:12])[CH3:13].[CH3:23][N:24]([CH3:25])[CH:26]1[CH2:27][CH2:28][CH2:29][CH2:30][CH:31]1[NH2:32].[Cu:47][I:48].[K+:38].[K+:39].[K+:40].[P:33]([O-:34])([O-:35])([O-:36])=[O:37]>>[CH3:1][N:2]1[C:3](=[O:14])[N:4]([c:16]2[cH:17][cH:18][c:19]([F:22])[n:20][cH:21]2)[CH2:5][CH:6]1[C:7](=[O:8])[O:9][C:10]([CH3:11])([CH3:12])[CH3:13]. Starting materials: FC1=CC=C(C=C1)C1=CC(=NC2=CC(=CC=C12)CN1N=NC(=C1)[C@@](CC)(C(F)(F)F)O)C(C)=O ((S)-1-[4-(4-fluorophenyl)-7-({4-[1-hydroxy-1-(trifluoromethyl)propyl]-1H-1,2,3-triazol-1-yl}methyl)quinolin-2-yl]ethanone), Cl.NO (hydroxylamine hydrochloride). Run in N1=CC=CC=C1 (pyridine). The product is FC1=CC=C(C=C1)C1=CC(=NC2=CC(=CC=C12)CN1N=NC(=C1)[C@@](CC)(C(F)(F)F)O)\C(\C)=N/O ((S)-(1Z)-1-[4-(4-fluorophenyl)-7-({4-[1-hydroxy-1-(trifluoromethyl)propyl]-1H-1,2,3-triazol-1-yl}methyl)quinolin-2-yl]ethanone oxime). Reaction SMILES: [F:1][C:2]1[CH:7]=[CH:6][C:5]([C:8]2[C:17]3[C:12](=[CH:13][C:14]([CH2:18][N:19]4[CH:23]=[C:22]([C@:24]([OH:31])([C:27]([F:30])([F:29])[F:28])[CH2:25][CH3:26])[N:21]=[N:20]4)=[CH:15][CH:16]=3)[N:11]=[C:10]([C:32](=O)[CH3:33])[CH:9]=2)=[CH:4][CH:3]=1.Cl.[NH2:36][OH:37]>N1C=CC=CC=1>[F:1][C:2]1[CH:3]=[CH:4][C:5]([C:8]2[C:17]3[C:12](=[CH:13][C:14]([CH2:18][N:19]4[CH:23]=[C:22]([C@:24]([OH:31])([C:27]([F:28])([F:30])[F:29])[CH2:25][CH3:26])[N:21]=[N:20]4)=[CH:15][CH:16]=3)[N:11]=[C:10](/[C:32](=[N:36]\[OH:37])/[CH3:33])[CH:9]=2)=[CH:6][CH:7]=1 |f:1.2|. Procedure details: A solution of (S)-1-[4-(4-fluorophenyl)-7-({4-[1-hydroxy-1-(trifluoromethyl)propyl]-1H-1,2,3-triazol-1-yl}methyl)quinolin-2-yl]ethanone (50 mg, 0.11 mmol) and hydroxylamine hydrochloride (11 mg, 0.16 mmol) in pyridine (1 mL) was stirred at rt overnight. The solution was concentrated and purification on silica gel (eluting with acetone/dichloromethane, 2:8) gave the title compound. MS (+ESI): 488 (M+H)+. Starting materials: Br.BrCC1=NC=CC=C1 (2-(bromomethyl)pyridine hydrobromide), SC1=CC=C(C(=O)OC)C=C1 (methyl 4-mercaptobenzoate). Product: N1=C(C=CC=C1)CSC1=CC=C(C(=O)OC)C=C1 (methyl 4-(pyridin-2-ylmethylthio)benzoate). RXN SMILES: Br.Br[CH2:3][C:4]1[CH:9]=[CH:8][CH:7]=[CH:6][N:5]=1.[SH:10][C:11]1[CH:20]=[CH:19][C:14]([C:15]([O:17][CH3:18])=[O:16])=[CH:13][CH:12]=1>>[N:5]1[CH:6]=[CH:7][CH:8]=[CH:9][C:4]=1[CH2:3][S:10][C:11]1[CH:12]=[CH:13][C:14]([C:15]([O:17][CH3:18])=[O:16])=[CH:19][CH:20]=1 |f:0.1|. Procedure details: 1 g of 2-(bromomethyl)pyridine hydrobromide was reacted with methyl 4-mercaptobenzoate via Procedure Q to afford methyl 4-(pyridin-2-ylmethylthio)benzoate. 500 mg of methyl 4-(pyridin-2-ylmethylthio)benzoate was reacted via Procedure R to give methyl 4-(pyridin-2-ylmethylsulfonyl)benzoate. 470 mg of methyl 4-(pyridin-2-ylmethylsulfonyl)benzoate was hydrolyzed via Procedure M to give 4-(pyridin-2-ylmethylsulfonyl)benzoic acid. 70 mg of 4-chloro-3-(pyridin-2-yl)aniline was coupled to 4-(pyridin-2-... The reactants are C([O-])(O)=O.[Na+] (sodium bicarbonate), N[C@@H]1[C@H](C(OC2=C1C=C(C=C2)C#N)(C)C)O ((3R-trans)-4-amino-3,4-dihydro-3-hydroxy-2,2-dimethyl-2H-1-benzopyran-6-carbonitrile), C(C=O)(=O)OCC (ethyl glyoxylate), C(#N)[BH3-].[Na+] (sodium cyanoborohydride). The solvent is CO (methanol), C(C)(=O)O (acetic acid). Conditions: time 30 minute. Product: C(#N)C=1C=CC2=C([C@@H]([C@H](C(O2)(C)C)O)NCC(=O)OCC)C1 ((3R-trans)-[(6-Cyano-3,4-dihydro-3-hydroxy-2,2-dimethyl-2H-1-benzopyran-4yl)amino]acetic acid, ethyl ester). Reaction SMILES: [NH2:1][C@H:2]1[C:7]2[CH:8]=[C:9]([C:12]#[N:13])[CH:10]=[CH:11][C:6]=2[O:5][C:4]([CH3:15])([CH3:14])[C@@H:3]1[OH:16].[C:17]([O:21][CH2:22][CH3:23])(=[O:20])[CH:18]=O.C([BH3-])#N.[Na+].C(=O)(O)[O-].[Na+]>CO.C(O)(=O)C>[C:12]([C:9]1[CH:10]=[CH:11][C:6]2[O:5][C:4]([CH3:14])([CH3:15])[C@H:3]([OH:16])[C@@H:2]([NH:1][CH2:18][C:17]([O:21][CH2:22][CH3:23])=[O:20])[C:7]=2[CH:8]=1)#[N:13] |f:2.3,4.5|. Reported procedure: To a solution of (3R-trans)-4-amino-3,4-dihydro-3-hydroxy-2,2-dimethyl-2H-1-benzopyran-6-carbonitrile (the title A compound) and ethyl glyoxylate (2.5 g) in methanol (30 mL) and acetic acid (2 mL) at 0° C. under argon atmosphere was added sodium cyanoborohydride (1.5 g). The reaction mixture was stirred at 0 C. for 30 minutes, poured into saturated sodium bicarbonate (150 mL) and extracted with ethyl acetate. The combined organic extracts were dried over anhydrous sodium sulfate and concentrated...